Dataset: the Open Reaction Database (ORD), a public repository of structured organic reaction records. Task: describe an organic reaction: reactants, conditions, products, and yield As a reaction SMILES: [CH3:17][Sn:18]([CH3:19])([CH3:20])[CH3:21].[NH2:1][c:2]1[n:3][c:4]([NH:11][CH2:12][CH2:13][CH2:14][CH2:15][CH3:16])[c:5]([CH:9]=[O:10])[c:6]([Cl:8])[n:7]1.[O:22]=[CH:23][N:24]([CH3:25])[CH3:26].[cH:27]1[cH:28][cH:29][c:30]([P:31]([Pd:32]([P:33]([c:34]2[cH:35][cH:36][cH:37][cH:38][cH:39]2)([c:40]2[cH:41][cH:42][cH:43][cH:44][cH:45]2)[c:46]2[cH:47][cH:48][cH:49][cH:50][cH:51]2)([P:52]([c:53]2[cH:54][cH:55][cH:56][cH:57][cH:58]2)([c:59]2[cH:60][cH:61][cH:62][cH:63][cH:64]2)[c:65]2[cH:66][cH:67][cH:68][cH:69][cH:70]2)[P:71]([c:72]2[cH:73][cH:74][cH:75][cH:76][cH:77]2)([c:78]2[cH:79][cH:80][cH:81][cH:82][cH:83]2)[c:84]2[cH:85][cH:86][cH:87][cH:88][cH:89]2)([c:90]2[cH:91][cH:92][cH:93][cH:94][cH:95]2)[c:96]2[cH:97][cH:98][cH:99][cH:100][cH:101]2)[cH:102][cH:103]1>>[NH2:1][c:2]1[n:3][c:4]([NH:11][CH2:12][CH2:13][CH2:14][CH2:15][CH3:16])[c:5]([CH:9]=[O:10])[c:6]([CH3:17])[n:7]1. The product is CCCCCNc1nc(N)nc(C)c1C=O. Reactants: C[Sn](C)(C)C, CCCCCNc1nc(N)nc(Cl)c1C=O, CN(C)C=O, c1ccc(P(c2ccccc2)(c2ccccc2)[Pd](P(c2ccccc2)(c2ccccc2)c2ccccc2)(P(c2ccccc2)(c2ccccc2)c2ccccc2)P(c2ccccc2)(c2ccccc2)c2ccccc2)cc1. Reactants: CN(C)C=O, O=c1[nH]c(=O)n(C2CC2)c2cc(F)c(F)cc12, [H-], NOc1ccc([N+](=O)[O-])cc1[N+](=O)[O-], [Na+], C1COCCO1. Yields the product Nn1c(=O)c2cc(F)c(F)cc2n(C2CC2)c1=O. Reaction SMILES: [CH3:40][N:41]([CH3:42])[CH:43]=[O:44].[CH:1]1([n:4]2[c:5](=[O:17])[nH:6][c:7](=[O:16])[c:8]3[cH:9][c:10]([F:15])[c:11]([F:14])[cH:12][c:13]23)[CH2:2][CH2:3]1.[H-:19].[N+:20]([c:21]1[cH:22][c:23]([N+:24]([O-:25])=[O:26])[cH:27][cH:28][c:29]1[O:30][NH2:31])([O-:32])=[O:33].[Na+:18].[O:34]1[CH2:35][CH2:36][O:37][CH2:38][CH2:39]1>>[CH:1]1([n:4]2[c:5](=[O:17])[n:6]([NH2:20])[c:7](=[O:16])[c:8]3[cH:9][c:10]([F:15])[c:11]([F:14])[cH:12][c:13]23)[CH2:2][CH2:3]1. The reactants are ClC=1C=C(C=CC1S(=O)(=O)C)C(C(=O)O)CC1CC(CC1)=O (2-(3-chloro-4-methanesulfonyl-phenyl)-3-(3-oxo-cyclopentyl)-propionic acid), NC1=NC=C(N=C1)Br (2-amino-5-bromopyrazine), N1=CC=CC=C1 (pyridine), C(C(=O)Cl)(=O)Cl (oxalyl chloride). Reagents/catalysts: CN(C=O)C (N,N-dimethylformamide). Solvent: C(Cl)Cl (methylene chloride), C(Cl)Cl (methylene chloride). Run at temperature 0 celsius, time 1 hour. Product: ethyl acetate hexanes, BrC=1N=CC(=NC1)NC(C(CC1CC(CC1)=O)C1=CC(=C(C=C1)S(=O)(=O)C)Cl)=O (N-(5-bromo-pyrazin-2-yl)-2-(3-chloro-4-methanesulfonyl-phenyl)-3-(3-oxo-cyclopentyl)-propionamide). Isolated yield 40.9%. RXN SMILES: [Cl:1][C:2]1[CH:3]=[C:4]([CH:12]([CH2:16][CH:17]2[CH2:21][CH2:20][C:19](=[O:22])[CH2:18]2)[C:13]([OH:15])=O)[CH:5]=[CH:6][C:7]=1[S:8]([CH3:11])(=[O:10])=[O:9].C(Cl)(=O)C(Cl)=O.[NH2:29][C:30]1[CH:35]=[N:34][C:33]([Br:36])=[CH:32][N:31]=1.N1C=CC=CC=1>CN(C)C=O.C(Cl)Cl>[Br:36][C:33]1[N:34]=[CH:35][C:30]([NH:29][C:13](=[O:15])[CH:12]([C:4]2[CH:5]=[CH:6][C:7]([S:8]([CH3:11])(=[O:10])=[O:9])=[C:2]([Cl:1])[CH:3]=2)[CH2:16][CH:17]2[CH2:21][CH2:20][C:19](=[O:22])[CH2:18]2)=[N:31][CH:32]=1. Reported procedure: A solution of 2-(3-chloro-4-methanesulfonyl-phenyl)-3-(3-oxo-cyclopentyl)-propionic acid (prepared as in Example 45, 1.05 g, 3.04 mmol) and N,N-dimethylformamide (5 drops) in methylene chloride (10 mL) cooled to 0° C. was treated with oxalyl chloride (0.39 mL, 4.57 mmol). The reaction mixture was stirred at 0° C. for 1 h and then at 25° C. for 1 h. The solution was then concentrated in vacuo, and the orange-brown gel was dissolved in methylene chloride (5 mL). The resulting solution was added dr... Starting materials: NC=1C=C(C#N)C=CC1Br (3-amino-4-bromo-benzonitrile), TEA, S(=O)(=O)(C)Cl (mesyl chloride), [Cl-].[NH4+] (ammonium chloride), [H-].[Na+] (sodium hydride). Run in C(Cl)Cl (methylene chloride), O (Water), O (water), O1CCCC1 (tetrahydrofuran). Run at time 30 minute. Product: BrC1=C(C=C(C=C1)C#N)NS(=O)(=O)C (N-(2-Bromo-5-cyanophenyl)methanesulfonamide). Isolated yield 90.1%. As a reaction SMILES: [NH2:1][C:2]1[CH:3]=[C:4]([CH:7]=[CH:8][C:9]=1[Br:10])[C:5]#[N:6].[S:11](Cl)([CH3:14])(=[O:13])=[O:12].[H-].[Na+].[Cl-].[NH4+]>O.O1CCCC1.C(Cl)Cl>[Br:10][C:9]1[CH:8]=[CH:7][C:4]([C:5]#[N:6])=[CH:3][C:2]=1[NH:1][S:11]([CH3:14])(=[O:13])=[O:12] |f:2.3,4.5|. Reported procedure: To a mixture of 3-amino-4-bromo-benzonitrile (1.98 g, 10 mmol), TEA (5.06 g, 50 mmol), and methylene chloride (50 ml), mesyl chloride (2.71 ml, 35 mmol) was added at 0° C. and the mixture was stirred at room temperature for 30 min. Water was added to the reaction solution, which was then extracted with dichloromethane. The organic layer was dried over sodium sulfate. The drying agent was removed by filtration and the residues obtained after concentration under reduced pressure were added with te... Reactants: C1(=CC=CC=C1)C(C#N)(C1CN(C1)C(C)C1=CC=CC=C1)C1=CC=CC=C1 (α,α-diphenyl-α-[1-(1-phenylethyl)-3-azetidinyl]acetonitrile), product, [OH-].[K+] (potassium hydroxide), 45. The reagents and catalysts are [Pd] (palladium on carbon). Solvent: C(C)O (ethanol). Conditions: time 24 hour. The product is C1(=CC=CC=C1)C(C#N)(C1CN(C1)C)C1=CC=CC=C1 (α,α-Diphenyl-α-(1-methyl-3-azetidinyl)acetonitrile). As a reaction SMILES: [C:1]1([C:7]([C:22]2[CH:27]=[CH:26][CH:25]=[CH:24][CH:23]=2)([CH:10]2[CH2:13][N:12]([CH:14](C3C=CC=CC=3)C)[CH2:11]2)[C:8]#[N:9])[CH:6]=[CH:5][CH:4]=[CH:3][CH:2]=1.[OH-].[K+]>[Pd].C(O)C>[C:1]1([C:7]([C:22]2[CH:27]=[CH:26][CH:25]=[CH:24][CH:23]=2)([CH:10]2[CH2:13][N:12]([CH3:14])[CH2:11]2)[C:8]#[N:9])[CH:2]=[CH:3][CH:4]=[CH:5][CH:6]=1 |f:1.2|. Procedure details: A solution of 800 ml. of ethanol and 59 g. (0.13 mole) of α,α-diphenyl-α-[1-(1-phenylethyl)-3-azetidinyl]acetonitrile methobromide was treated with 7.12 g. (0.13 mole) of potassium hydroxide and 0.25 g. of 10% palladium on carbon. The mixture was shaken under initial hydrogen pressure of 45 p.s.i. at ambient temperature for 24 hours. The mixture was filtered and the filtrate concentrated. The residue was crystallized from isooctane to give 21.7 g. (64%) of product melting 112°-115° C. Starting materials: N[C@H](C(=O)O)CC1=CC=C(C=C1)OCCC=1N=C(OC1C)C1=CC=CC=C1 ((2S)-2-amino-3-{4-[2-(5-methyl-2-phenyl-1,3oxazol-4-yl)ethoxy]phenyl}propanoic acid), C(=O)(C(F)(F)F)O (TFA), C1(=CC=CC=C1)C(CC(CC)=O)=O ((phenyl)-1,3-pentanedione). Yields the product C(C)/C(=C/C(C1=CC=CC=C1)=O)/N[C@H](C(=O)O)CC1=CC=C(C=C1)OCCC=1N=C(OC1C)C1=CC=CC=C1 ((2S)-2-{[(Z)-1-ethyl-3-oxo-3-phenyl-1-propenyl]amino}-3-{4-[2-(5-methyl-2-phenyl-1,3-oxazol-4-yl)ethoxy]phenyl}propanoic acid), Example 20. As a reaction SMILES: [NH2:1][C@@H:2]([CH2:6][C:7]1[CH:12]=[CH:11][C:10]([O:13][CH2:14][CH2:15][C:16]2[N:17]=[C:18]([C:22]3[CH:27]=[CH:26][CH:25]=[CH:24][CH:23]=3)[O:19][C:20]=2[CH3:21])=[CH:9][CH:8]=1)[C:3]([OH:5])=[O:4].C(O)(C(F)(F)F)=O.[C:35]1([C:41](=[O:47])[CH2:42][C:43](=O)[CH2:44][CH3:45])[CH:40]=[CH:39][CH:38]=[CH:37][CH:36]=1>>[CH2:44](/[C:43](/[NH:1][C@@H:2]([CH2:6][C:7]1[CH:12]=[CH:11][C:10]([O:13][CH2:14][CH2:15][C:16]2[N:17]=[C:18]([C:22]3[CH:27]=[CH:26][CH:25]=[CH:24][CH:23]=3)[O:19][C:20]=2[CH3:21])=[CH:9][CH:8]=1)[C:3]([OH:5])=[O:4])=[CH:42]/[C:41](=[O:47])[C:35]1[CH:40]=[CH:39][CH:38]=[CH:37][CH:36]=1)[CH3:45]. Procedure: The title compound was prepared (as described above for the preparation of Example 2) from 1.03 g (2.1 mmol) of Intermediate 45 (as the TFA salt) and 740 mg (4.2 mmol) of Intermediate 16 to yield 500 mg of Example 20 as a white solid: TLC (EtOAc/MeOH, 7/3): Rf=0.35; 1H NMR (DMSO-d6, 400 MHz) δ11.55 (d, 1H, J=9.6), 7.93 (d, 2H, J=7.8), 7.84 (d, 2H, J=7.8), 7.57 (m, 3H), 7.52 (m, 3H), 7.18 (d, 2H, J=8.4), 6.87 (d, 2H, J=8.4), 5.58 (s, 1H), 4.21 (t, 2H, J=6.6), 4.16 (m, 1H), 3.21 (m, 1H), 2.95 (t, ... Starting materials: CC1(OC[C@@H](O1)CO)C ((S)-(2,2-dimethyl-1,3-dioxolan-4-yl)methanol), CS(=O)(=O)OC[C@@H]1OC(OC1)(C)C ((R)-(2,2-dimethyl-1,3-dioxolan-4-yl)methyl methanesulfonate), C(C1=CC=CC=C1)N (benzylamine). Solvent: CC#N (CH3CN). Yields the product CS(=O)(=O)OC[C@@H]1OC(OC1)(C)C ((R)-(2,2-Dimethyl-1,3-dioxolan-4-yl)methyl methanesulfonate), C(C1=CC=CC=C1)NC[C@@H]1OC(OC1)(C)C ((S)—N-benzyl-1-(2,2-dimethyl-1,3-dioxolan-4-yl)methanamine). Yield: 76.0%. As a reaction SMILES: [CH3:1][C:2]1([CH3:9])[O:6][C@@H:5]([CH2:7]O)[CH2:4][O:3]1.[CH3:10][S:11]([O:14][CH2:15][C@H:16]1[CH2:20][O:19][C:18]([CH3:22])([CH3:21])[O:17]1)(=[O:13])=[O:12].[CH2:23]([NH2:30])[C:24]1[CH:29]=[CH:28][CH:27]=[CH:26][CH:25]=1>CC#N>[CH3:10][S:11]([O:14][CH2:15][C@H:16]1[CH2:20][O:19][C:18]([CH3:22])([CH3:21])[O:17]1)(=[O:12])=[O:13].[CH2:23]([NH:30][CH2:7][C@H:5]1[CH2:4][O:3][C:2]([CH3:1])([CH3:9])[O:6]1)[C:24]1[CH:29]=[CH:28][CH:27]=[CH:26][CH:25]=1. Procedure details: (R)-(2,2-Dimethyl-1,3-dioxolan-4-yl)methyl methanesulfonate was prepared from (S)-(2,2-dimethyl-1,3-dioxolan-4-yl)methanol (Sigma-Aldrich, 99% ee) by a known literature procedure (H. S. Kim, D. Barak, T. K. Harden, J. L. Boyer and K. A. Jacobson, J. Med. Chem., 2001, 44, 3092). The title compound was prepared in the same way as described by M. Lemaire, F. Posada, J.-G. Gourcy and G. Jeminet, Synlett, 1995, 627. A solution of (R)-(2,2-dimethyl-1,3-dioxolan-4-yl)methyl methanesulfonate (3.9 g, 18....